This data is from the Open Reaction Database (ORD), a public repository of structured organic reaction records. The task is: describe an organic reaction: reactants, conditions, products, and yield Reactants: CNc1nc2c(OCc3ccccc3)cccc2n1C, CI, CN(C)C=O, [H-], [Na+], O. Yields the product CN(C)c1nc2c(OCc3ccccc3)cccc2n1C. RXN SMILES: [CH2:1]([c:2]1[cH:3][cH:4][cH:5][cH:6][cH:7]1)[O:8][c:9]1[cH:10][cH:11][cH:12][c:13]2[n:14]([CH3:20])[c:15]([NH:18][CH3:19])[n:16][c:17]12.[CH3:23][I:24].[CH3:26][N:27]([CH3:28])[CH:29]=[O:30].[H-:21].[Na+:22].[OH2:25]>>[CH2:1]([c:2]1[cH:3][cH:4][cH:5][cH:6][cH:7]1)[O:8][c:9]1[cH:10][cH:11][cH:12][c:13]2[n:14]([CH3:20])[c:15]([N:18]([CH3:19])[CH3:23])[n:16][c:17]12.